Dataset: the Open Reaction Database (ORD), a public repository of structured organic reaction records. Task: describe an organic reaction: reactants, conditions, products, and yield Starting materials: CN(CCCNN=C(O)C1=C(C=C(C=2C(=C(C=C(C12)C(=O)O)Cl)C(=O)O)C(O)=NNCCCN(C)C)Cl)C (N,N′-bis(3-(dimethylamino)propylamino)-2,6-dichloro-1,4,5,8-naphthalenetetracarboxylic Acid diimide), NCCCO (3-amino-propanol). Yields the product CN(CCCNN=C(O)C1=C(C=C(C=2C(=C(C=C(C12)C(=O)O)NCCCO)C(=O)O)C(O)=NNCCCN(C)C)NCCCO)C (N,N′-bis(3-(dimethylamino)propylamino)-2,6-bis(3-hydroxypropylamino)-1,4,5,8-naphthalenetetracarboxylic acid diimide). As a reaction SMILES: [CH3:1][N:2]([CH3:38])[CH2:3][CH2:4][CH2:5][NH:6][N:7]=[C:8]([C:10]1[C:19]2[C:18]([C:20]([OH:22])=[O:21])=[CH:17][C:16](Cl)=[C:15]([C:24]([OH:26])=[O:25])[C:14]=2[C:13]([C:27](=[N:29][NH:30][CH2:31][CH2:32][CH2:33][N:34]([CH3:36])[CH3:35])[OH:28])=[CH:12][C:11]=1Cl)[OH:9].[NH2:39][CH2:40][CH2:41][CH2:42][OH:43]>>[CH3:1][N:2]([CH3:38])[CH2:3][CH2:4][CH2:5][NH:6][N:7]=[C:8]([C:10]1[C:19]2[C:18]([C:20]([OH:22])=[O:21])=[CH:17][C:16]([NH:39][CH2:40][CH2:41][CH2:42][OH:43])=[C:15]([C:24]([OH:26])=[O:25])[C:14]=2[C:13]([C:27](=[N:29][NH:30][CH2:31][CH2:32][CH2:33][N:34]([CH3:36])[CH3:35])[OH:28])=[CH:12][C:11]=1[NH:39][CH2:40][CH2:41][CH2:42][OH:43])[OH:9]. Procedure details: Compound 7 (45 mg, 0.089 mmol) was suspended in 3-amino-propanol (0.5 ml) in a microwave reaction vessel. The tube was flushed with nitrogen, sealed and treated at 150° C. for 10 min in the microwave. The mixture was then diluted down with water (25 ml), basified with 2M sodium carbonate and extracted with chloroform (5×5 ml). The organics were treated in the usual manner to afford a blue solid. The crude product was purified by HPLC to obtain 9 as a blue solid. Yield 9 (4.13 mg, 0.0071 mmol, 7....